From a dataset of the Open Reaction Database (ORD), a public repository of structured organic reaction records. describe an organic reaction: reactants, conditions, products, and yield Reported procedure: (-)-4,5-difluoro-2-(S)-methyl-1-[(S)-N-p-toluenesulfonylprolyl]-2,3-dihydroindole, the compound (a) obtained in Example 1, 51.7 g, was added to the solution comprising 69 g of potassium hydroxide, 50 ml of water and 200 ml of methanol, and the mixture was refluxed by heating for 3.5 hours. After the reaction the mixture was allowed to cool to the room temperature, concentrated under reduced pressure to the 1/4 volume, to which was added 800 ml of water, and extracted twice with 400 ml of ether. ... Starting materials: O (water), FC1=C2C[C@@H](N(C2=CC=C1F)C([C@H]1N(CCC1)S(=O)(=O)C1=CC=C(C=C1)C)=O)C ((-)-4,5-difluoro-2-(S)-methyl-1-[(S)-N-p-toluenesulfonylprolyl]-2,3-dihydroindole), FC1=C2C[C@@H](N(C2=CC=C1F)C([C@H]1N(CCC1)S(=O)(=O)C1=CC=C(C=C1)C)=O)C ((-)-4,5-difluoro-2-(S)-methyl-1-[(S)-N-p-tol uenesulfonylprolyl]-2,3-dihydroindole), [OH-].[K+] (potassium hydroxide). Run at time 30 minute. The solvent is CO (methanol). As a reaction SMILES: [F:1][C:2]1[C:10]([F:11])=[CH:9][CH:8]=[C:7]2[C:3]=1[CH2:4][C@H:5]([CH3:29])[N:6]2C(=O)[C@@H]1CCCN1[S:18]([C:21]1[CH:26]=[CH:25][C:24]([CH3:27])=[CH:23][CH:22]=1)(=[O:20])=[O:19].[OH-:30].[K+].O>CO>[C:24]1([CH3:27])[CH:23]=[CH:22][C:21]([S:18]([OH:19])(=[O:20])=[O:30])=[CH:26][CH:25]=1.[F:1][C:2]1[C:10]([F:11])=[CH:9][CH:8]=[C:7]2[C:3]=1[CH2:4][C@H:5]([CH3:29])[NH:6]2 |f:1.2,5.6|. Yields the product C1(=CC=C(C=C1)S(=O)(=O)O)C.FC1=C2C[C@@H](NC2=CC=C1F)C ((-)-4,5-difluoro-2-(S)-methyl-2,3-dihydroindole p-toluenesulfonate). Starting materials: 21, C(C)OC1CN(CCC1=O)C(=O)OCC (ethyl 3-ethoxy-4-oxo-1-piperidinecarboxylate), C1(=CC=CC=C1)CN (benzenemethanamine), S1C=CC=C1 (thiophene), [H][H] (hydrogen). The reagents and catalysts are [Pd] (palladium-on-charcoal). Solvent: C(C)O (ethanol), CO (methanol). Product: N[C@@H]1[C@@H](CN(CC1)C(=O)OCC)OCC (ethyl cis-4-amino-3-ethoxy-1-piperidinecarboxylate), intermediate 69. RXN SMILES: [CH2:1]([O:3][CH:4]1[C:9](=O)[CH2:8][CH2:7][N:6]([C:11]([O:13][CH2:14][CH3:15])=[O:12])[CH2:5]1)[CH3:2].C1(C[NH2:23])C=CC=CC=1.S1C=CC=C1.[H][H]>C(O)C.[Pd].CO>[NH2:23][C@H:9]1[CH2:8][CH2:7][N:6]([C:11]([O:13][CH2:14][CH3:15])=[O:12])[CH2:5][C@H:4]1[O:3][CH2:1][CH3:2]. Procedure details: A mixture of 21 parts of ethyl 3-ethoxy-4-oxo-1-piperidinecarboxylate, 11 parts of benzenemethanamine, 1 part of a solution of thiophene in ethanol 4% and 320 parts of methanol was hydrogenated at normal pressure and at room temperature with 2 parts of palladium-on-charcoal catalyst 10%. After the calculated amount of hydrogen was taken up, the catalyst was filtered off and the filtrate was evaporated, yielding 18 parts of ethyl cis-4-amino-3-ethoxy-1-piperidinecarboxylate as a residue (intermed... The reactants are Nc1cccc(-c2c(Cc3ccccc3)cnc3c(C(F)(F)F)cccc23)c1, COc1ccc(C=O)cc1O. Product: COc1ccc(CNc2cccc(-c3c(Cc4ccccc4)cnc4c(C(F)(F)F)cccc34)c2)cc1O. RXN SMILES: [CH2:1]([c:2]1[cH:3][cH:4][cH:5][cH:6][cH:7]1)[c:8]1[cH:9][n:10][c:11]2[c:12]([C:25]([F:26])([F:27])[F:28])[cH:13][cH:14][cH:15][c:16]2[c:17]1-[c:18]1[cH:19][c:20]([NH2:24])[cH:21][cH:22][cH:23]1.[OH:29][c:30]1[cH:31][c:32]([CH:33]=[O:34])[cH:35][cH:36][c:37]1[O:38][CH3:39]>>[CH2:1]([c:2]1[cH:3][cH:4][cH:5][cH:6][cH:7]1)[c:8]1[cH:9][n:10][c:11]2[c:12]([C:25]([F:26])([F:27])[F:28])[cH:13][cH:14][cH:15][c:16]2[c:17]1-[c:18]1[cH:19][c:20]([NH:24][CH2:33][c:32]2[cH:31][c:30]([OH:29])[c:37]([O:38][CH3:39])[cH:36][cH:35]2)[cH:21][cH:22][cH:23]1. Starting materials: CCCCCC(=O)Cl, ClCCl, N#Cc1ccc(N)cc1C#N, c1ccncc1. Yields the product CCCCCC(=O)Nc1ccc(C#N)c(C#N)c1. As a reaction SMILES: [C:12]([CH2:13][CH2:14][CH2:15][CH2:16][CH3:17])(=[O:18])[Cl:19].[Cl:26][CH2:27][Cl:28].[NH2:1][c:2]1[cH:3][c:4]([C:10]#[N:11])[c:5]([C:6]#[N:7])[cH:8][cH:9]1.[cH:20]1[cH:21][cH:22][n:23][cH:24][cH:25]1>>[NH:1]([c:2]1[cH:3][c:4]([C:10]#[N:11])[c:5]([C:6]#[N:7])[cH:8][cH:9]1)[C:12]([CH2:13][CH2:14][CH2:15][CH2:16][CH3:17])=[O:18].